Dataset: the Open Reaction Database (ORD), a public repository of structured organic reaction records. Task: describe an organic reaction: reactants, conditions, products, and yield Starting materials: NC1=NC=CC(=C1)CN1C(OC(C2=C1C=CC=C2)=O)=O (1-(2-amino-pyridin-4-ylmethyl)-1H-benzo[d][1,3]oxazine-2,4-dione), C(C(=C)C)(=O)OCCN=C=O (isocyanatoethyl methacrylate), C(C(=C)C)(=O)OCCN=C=O (isocyanatoethyl methacrylate). Run in N1=CC=CC=C1 (pyridine). Conditions: temperature 40 celsius, time 2 hour. The product is O=C1OC(C2=C(N1CC1=CC(=NC=C1)NC(NCCOC(C(=C)C)=O)=O)C=CC=C2)=O (2-methyl-acrylic acid 2-{3-[4-(2,4-dioxo-4H-benzo[d][1,3]oxazin-1-ylmethyl)-pyridin-2-yl]-ureido}-ethyl ester). RXN SMILES: [NH2:1][C:2]1[CH:7]=[C:6]([CH2:8][N:9]2[C:14]3[CH:15]=[CH:16][CH:17]=[CH:18][C:13]=3[C:12](=[O:19])[O:11][C:10]2=[O:20])[CH:5]=[CH:4][N:3]=1.[C:21]([O:26][CH2:27][CH2:28][N:29]=[C:30]=[O:31])(=[O:25])[C:22]([CH3:24])=[CH2:23]>N1C=CC=CC=1>[O:20]=[C:10]1[N:9]([CH2:8][C:6]2[CH:5]=[CH:4][N:3]=[C:2]([NH:1][C:30](=[O:31])[NH:29][CH2:28][CH2:27][O:26][C:21](=[O:25])[C:22]([CH3:24])=[CH2:23])[CH:7]=2)[C:14]2[CH:15]=[CH:16][CH:17]=[CH:18][C:13]=2[C:12](=[O:19])[O:11]1. Procedure: To a stirred solution of 1-(2-amino-pyridin-4-ylmethyl)-1H-benzo[d][1,3]oxazine-2,4-dione (1.2 g, see preparation 7b) in pyridine was added isocyanatoethyl methacrylate (0.76 ml). The reaction mixture was heated to 40° C. and stirred for 2 hours. More isocyanatoethyl methacrylate (0.1 ml) was added and stirring was continued for 2 hours. The solvent was evaporated under reduced pressure and EtOAc (10 ml) was added to the residue. On scraping a solid material formed, that was isolated by filtrati...